Dataset: the Open Reaction Database (ORD), a public repository of structured organic reaction records. Task: describe an organic reaction: reactants, conditions, products, and yield The reactants are C(C1=CC=CC=C1)OC(=O)N1C[C@@H](CCC1)C1=CC(=C2C(=NC=NN21)N)C=2C=CC1=CN(N=C1C2)CC2=CC=CC=C2 ((R)-3-[4-Amino-5-(2-benzyl-2H-indazol-6-yl)-pyrrolo[2,1-f][1,2,4]triazin-7-yl]-piperidine-1-carboxylic acid benzyl ester), Cl (HCl). Product: C(C1=CC=CC=C1)N1N=C2C=C(C=CC2=C1)C=1C=C(N2N=CN=C(C21)N)[C@H]2CNCCC2 ((R)-5-(2-Benzyl-2H-indazol-6-yl)-7-piperidin-3-yl-pyrrolo[2,1-f][1,2,4]triazin-4-ylamine). Yield: 23.7%. RXN SMILES: C(OC([N:11]1[CH2:16][CH2:15][CH2:14][C@@H:13]([C:17]2[N:25]3[C:20]([C:21]([NH2:26])=[N:22][CH:23]=[N:24]3)=[C:19]([C:27]3[CH:28]=[CH:29][C:30]4[C:34]([CH:35]=3)=[N:33][N:32]([CH2:36][C:37]3[CH:42]=[CH:41][CH:40]=[CH:39][CH:38]=3)[CH:31]=4)[CH:18]=2)[CH2:12]1)=O)C1C=CC=CC=1.Cl>>[CH2:36]([N:32]1[CH:31]=[C:30]2[C:34]([CH:35]=[C:27]([C:19]3[CH:18]=[C:17]([C@@H:13]4[CH2:14][CH2:15][CH2:16][NH:11][CH2:12]4)[N:25]4[C:20]=3[C:21]([NH2:26])=[N:22][CH:23]=[N:24]4)[CH:28]=[CH:29]2)=[N:33]1)[C:37]1[CH:38]=[CH:39][CH:40]=[CH:41][CH:42]=1. Procedure: The product from step 1 (256 mg) was mixed with 6N aqueous HCl and heated to reflux for 30 min (HPLC analysis shows complete consumption of SM) and then allowed to cool to rt. The mixture was concentrated in vacuo and then dissolved in water (1 mL) and acetonitrile was added drop wise with stirring (˜10 mL). The mixture was stirred and a precipitate began to form. The mixture was stirred for 1 hour and the precipitate was collected by filtration, washed with acetonitrile and dried in a vacuum ov... Starting materials: C1CCOC1, C1CCOC1, CO, CC(C)S(=O)(=O)NC1CCCC1(O)c1ccc(OCC#N)cc1. Yields the product CC(C)S(=O)(=O)NC1CCCC1(O)c1ccc(OCCN)cc1. Reaction SMILES: [CH2:24]1[O:25][CH2:26][CH2:27][CH2:28]1.[CH2:31]1[O:32][CH2:33][CH2:34][CH2:35]1.[CH3:29][OH:30].[OH:1][C:2]1([c:14]2[cH:15][cH:16][c:17]([O:18][CH2:19][C:20]#[N:21])[cH:22][cH:23]2)[CH:3]([NH:7][S:8](=[O:9])(=[O:10])[CH:11]([CH3:12])[CH3:13])[CH2:4][CH2:5][CH2:6]1>>[OH:1][C:2]1([c:14]2[cH:15][cH:16][c:17]([O:18][CH2:19][CH2:20][NH2:21])[cH:22][cH:23]2)[CH:3]([NH:7][S:8](=[O:9])(=[O:10])[CH:11]([CH3:12])[CH3:13])[CH2:4][CH2:5][CH2:6]1. Reactants: C[Si](CCOCN(C1=CC(=NC=2N1N=CC2)C2CCC(CC2)CC(=O)OCC)COCC[Si](C)(C)C)(C)C (ethyl 2-(4-(7-(bis((2-(trimethylsilyl)ethoxy)-methyl)amino)pyrazolo[1,5-a]pyrimidin-5-yl)cyclohexyl)acetate), IN1C(CCC1=O)=O (N-Iodosuccinimide). The solvent is C(C)#N (acetonitrile). Reaction conditions: time 18 hour. Yields the product C[Si](CCOCN(C1=CC(=NC=2N1N=CC2I)C2CCC(CC2)CC(=O)OCC)COCC[Si](C)(C)C)(C)C (ethyl 2-(4-(7-(bis((2-(trimethylsilyl)ethoxy)methyl)amino)-3-iodopyrazolo[1,5-a]pyrimidin-5-yl)cyclohexyl)acetate). Isolated yield 72.1%. RXN SMILES: [CH3:1][Si:2]([CH3:38])([CH3:37])[CH2:3][CH2:4][O:5][CH2:6][N:7]([CH2:29][O:30][CH2:31][CH2:32][Si:33]([CH3:36])([CH3:35])[CH3:34])[C:8]1[N:13]2[N:14]=[CH:15][CH:16]=[C:12]2[N:11]=[C:10]([CH:17]2[CH2:22][CH2:21][CH:20]([CH2:23][C:24]([O:26][CH2:27][CH3:28])=[O:25])[CH2:19][CH2:18]2)[CH:9]=1.[I:39]N1C(=O)CCC1=O>C(#N)C>[CH3:34][Si:33]([CH3:36])([CH3:35])[CH2:32][CH2:31][O:30][CH2:29][N:7]([CH2:6][O:5][CH2:4][CH2:3][Si:2]([CH3:1])([CH3:37])[CH3:38])[C:8]1[N:13]2[N:14]=[CH:15][C:16]([I:39])=[C:12]2[N:11]=[C:10]([CH:17]2[CH2:22][CH2:21][CH:20]([CH2:23][C:24]([O:26][CH2:27][CH3:28])=[O:25])[CH2:19][CH2:18]2)[CH:9]=1. Procedure: A 50 mL roundbottom flask was charged ethyl 2-(4-(7-(bis((2-(trimethylsilyl)ethoxy)-methyl)amino)pyrazolo[1,5-a]pyrimidin-5-yl)cyclohexyl)acetate (381 mg, 0.68 mmol) and acetonitrile (10 mL). To this solution was added N-Iodosuccinimide (167 mg, 0.74 mmol). The reaction mixture was stirred at room temperature for 18 hours. The reaction mixture was concentrated in vacuo and the crude oil was purified via silica gel chromatography (0% to 30% ethyl acetate in hexanes gradient) to yield ethyl 2-(4-(...